This data is from the Open Reaction Database (ORD), a public repository of structured organic reaction records. The task is: describe an organic reaction: reactants, conditions, products, and yield Reactants: Cl (HCl), ClC1=C(COC2=CC3=C(C(=C(S3)C(=O)NCCOC)OCOC)C=C2)C=CC(=C1)Cl (6-((2,4-dichlorobenzyl)oxy)-N-(2-methoxyethyl)-3-(methoxymethoxy)-1-benzothiophene-2-carboxamide), C(=O)(O)[O-].[Na+] (NaHCO3). The solvent is C1CCOC1 (THF). Conditions: time 4 hour. Product: ClC1=C(COC2=CC3=C(C(=C(S3)C(=O)NCCOC)O)C=C2)C=CC(=C1)Cl (6-((2,4-Dichlorobenzyl)oxy)-3-hydroxy-N-(2-methoxyethyl)-1-benzothiophene-2-carboxamide). Isolated yield 97.4%. As a reaction SMILES: Cl.[Cl:2][C:3]1[CH:30]=[C:29]([Cl:31])[CH:28]=[CH:27][C:4]=1[CH2:5][O:6][C:7]1[CH:26]=[CH:25][C:10]2[C:11]([O:21]COC)=[C:12]([C:14]([NH:16][CH2:17][CH2:18][O:19][CH3:20])=[O:15])[S:13][C:9]=2[CH:8]=1.C([O-])(O)=O.[Na+]>C1COCC1>[Cl:2][C:3]1[CH:30]=[C:29]([Cl:31])[CH:28]=[CH:27][C:4]=1[CH2:5][O:6][C:7]1[CH:26]=[CH:25][C:10]2[C:11]([OH:21])=[C:12]([C:14]([NH:16][CH2:17][CH2:18][O:19][CH3:20])=[O:15])[S:13][C:9]=2[CH:8]=1 |f:2.3|. Procedure: A mixture of 6M HCl (3 mL), 6-((2,4-dichlorobenzyl)oxy)-N-(2-methoxyethyl)-3-(methoxymethoxy)-1-benzothiophene-2-carboxamide (170 mg) and THF (10 mL) was stirred at room temperature for 4 h. To the mixture was added saturated aqueous NaHCO3, and the mixture was extracted with EtOAc. The organic layer was separated, washed with brine, dried over MgSO4 and concentrated in vacuo. The residue was collected by filtration and washed with hexane to give the title compound (150 mg). The obtained crystal... Reactants: FC(F)Cl, Cc1nc(-c2ccc(Cl)cc2Cl)c[nH]1, [Na+], C1CCOC1, [OH-]. Yields the product Cc1nc(-c2ccc(Cl)cc2Cl)cn1C(F)F. As a reaction SMILES: [Cl:15][CH:16]([F:17])[F:18].[Cl:1][c:2]1[c:3](-[c:9]2[n:10][c:11]([CH3:14])[nH:12][cH:13]2)[cH:4][cH:5][c:6]([Cl:8])[cH:7]1.[Na+:25].[O:19]1[CH2:20][CH2:21][CH2:22][CH2:23]1.[OH-:24]>>[Cl:1][c:2]1[c:3](-[c:9]2[n:10][c:11]([CH3:14])[n:12]([CH:16]([F:17])[F:18])[cH:13]2)[cH:4][cH:5][c:6]([Cl:8])[cH:7]1. Reactants: C(CCC)N=C=S (n-butyl isothiocyanate), C(C)N(C(C)=N)CC (N,N-diethyl-acetamidine), crude product, ClC1=C(C=C(C(CBr)=O)C=C1)[N+](=O)[O-] (4-chloro-3-nitro-phenacyl bromide). Solvent: C(C)(C)O (isopropanol). Run at time 1 hour. Yields the product ClC1=C(C=C(C=C1)C(=O)C1=C(N=C(S1)NCCCC)C)[N+](=O)[O-] (4-chloro-3-nitro-1-(4-methyl-2-n-butylamino-5-thiazoloyl)-benzene). As a reaction SMILES: [CH2:1]([N:5]=[C:6]=[S:7])[CH2:2][CH2:3][CH3:4].[CH2:8]([N:10](CC)C(=N)C)[CH3:9].[Cl:16][C:17]1[CH:26]=[CH:25][C:20]([C:21](=[O:24])[CH2:22]Br)=[CH:19][C:18]=1[N+:27]([O-:29])=[O:28]>C(O)(C)C>[Cl:16][C:17]1[CH:26]=[CH:25][C:20]([C:21]([C:22]2[S:7][C:6]([NH:5][CH2:1][CH2:2][CH2:3][CH3:4])=[N:10][C:8]=2[CH3:9])=[O:24])=[CH:19][C:18]=1[N+:27]([O-:29])=[O:28]. Procedure details: The same compound is also prepared as follows: 11.5 g of n-butyl isothiocyanate are added to 11.4 g of N,N-diethyl-acetamidine, whereupon the mixture becomes exothermic. The mixture is left to stand for 1 hour at 60° and the resulting adduct is used in the following experiment. A mixture of 22.9 g of the crude product and 27.9 g of 4-chloro-3-nitro-phenacyl bromide in 200 ml of isopropanol is refluxed for 2 hours. The solution is worked up as described above, yielding 4-chloro-3-nitro-1-(4-methy... The reactants are C1(CC1)C=1C=C(C=NC1)C1=CC2=C(C=N1)C=NN2C2=NC(=CC=C2)F (6-(5-cyclopropylpyridin-3-yl)-1-(6-fluoropyridin-2-yl)-1H-pyrazolo[4,3-c]pyridine), N1CCNCCC1 (1,4-diazepane). The product is C1(CC1)C=1C=C(C=NC1)C1=CC2=C(C=N1)C=NN2C2=NC(=CC=C2)N2CCNCC2 (6-(5-cyclopropylpyridin-3-yl)-1-(6-(piperazin-1-yl)pyridin-2-yl)-1H-pyrazolo[4,3-c]pyridine). Yield: 22.0%. Reaction SMILES: [CH:1]1([C:4]2[CH:5]=[C:6]([C:10]3[N:15]=[CH:14][C:13]4[CH:16]=[N:17][N:18]([C:19]5[CH:24]=[CH:23][CH:22]=[C:21](F)[N:20]=5)[C:12]=4[CH:11]=3)[CH:7]=[N:8][CH:9]=2)[CH2:3][CH2:2]1.[NH:26]1[CH2:32][CH2:31]C[NH:29][CH2:28][CH2:27]1>>[CH:1]1([C:4]2[CH:5]=[C:6]([C:10]3[N:15]=[CH:14][C:13]4[CH:16]=[N:17][N:18]([C:19]5[CH:24]=[CH:23][CH:22]=[C:21]([N:26]6[CH2:27][CH2:28][NH:29][CH2:31][CH2:32]6)[N:20]=5)[C:12]=4[CH:11]=3)[CH:7]=[N:8][CH:9]=2)[CH2:3][CH2:2]1. Procedure details: Following the procedures as described in EXAMPLE 8 and starting with 6-(5-cyclopropylpyridin-3-yl)-1-(6-fluoropyridin-2-yl)-1H-pyrazolo[4,3-c]pyridine and 1,4-diazepane, 112 was obtained as an off-white solid (30.9 mg, 22%). 1H NMR (400 MHz, DMSO) δ 9.37-9.25 (s, 1H), 9.04-8.98 (s, 2H), 8.67-8.59 (s, 1H), 8.51-8.45 (d, J=2.1 Hz, 1H), 8.05-7.99 (t, J=2.1 Hz, 1H), 7.74-7.66 (dd, J=14.5, 6.5 Hz, 1H), 7.24-7.15 (t, J=7.4 Hz, 1H), 6.65-6.58 (d, J=8.5 Hz, 1H), 3.90-3.73 (dt, J=10.0, 5.5 Hz, 4H), 3.00-... The reactants are CCCCC(CC)CBr, CN(C)C=O, O=C1NC(=O)C2CC12, [H-], [Na+], O. Product: CCCCC(CC)CN1C(=O)C2CC2C1=O. Reaction SMILES: [Br:11][CH2:12][CH:13]([CH2:14][CH2:15][CH2:16][CH3:17])[CH2:18][CH3:19].[CH3:20][N:21]([CH3:22])[CH:23]=[O:24].[CH:3]12[C:4](=[O:10])[NH:5][C:6](=[O:9])[CH:7]1[CH2:8]2.[H-:1].[Na+:2].[OH2:25]>>[CH:3]12[C:4](=[O:10])[N:5]([CH2:12][CH:13]([CH2:14][CH2:15][CH2:16][CH3:17])[CH2:18][CH3:19])[C:6](=[O:9])[CH:7]1[CH2:8]2. Starting materials: C(CCCCCCC\C=C/CCCCCCCC)(=O)NC1=C(C=CC=C1)O (2-oleoylaminophenol), CC1(OCC(C(O1)C(=O)NCCC(=O)O)(C)C)C (3-[N-(2,2,5,5-tetramethyl-1,3-dioxane-4-carbonyl)amino]propionic acid), C1(CCCCC1)N=C=NC1CCCCC1 (dicyclohexylcarbodiimide). Reagents/catalysts: CN(C1=CC=NC=C1)C (4-dimethylamino pyridine). Run in C1(=CC=CC=C1)C (toluene). Yields the product CC1(OCC(C(O1)C(=O)NCCC(=O)OC1=C(C=CC=C1)NC(CCCCCCC\C=C/CCCCCCCC)=O)(C)C)C (2-(Oleoylamino)phenyl 3-[N-(2,2,5,5-tetramethyl-1,3-dioxane-4-carbonyl)amino]propionate). The yield is 72.0%. Reaction SMILES: [C:1]([NH:20][C:21]1[CH:26]=[CH:25][CH:24]=[CH:23][C:22]=1[OH:27])(=[O:19])[CH2:2][CH2:3][CH2:4][CH2:5][CH2:6][CH2:7][CH2:8]/[CH:9]=[CH:10]\[CH2:11][CH2:12][CH2:13][CH2:14][CH2:15][CH2:16][CH2:17][CH3:18].[CH3:28][C:29]1([CH3:45])[O:34][CH:33]([C:35]([NH:37][CH2:38][CH2:39][C:40](O)=[O:41])=[O:36])[C:32]([CH3:44])([CH3:43])[CH2:31][O:30]1.C1(N=C=NC2CCCCC2)CCCCC1>CN(C)C1C=CN=CC=1.C1(C)C=CC=CC=1>[CH3:28][C:29]1([CH3:45])[O:34][CH:33]([C:35]([NH:37][CH2:38][CH2:39][C:40]([O:27][C:22]2[CH:23]=[CH:24][CH:25]=[CH:26][C:21]=2[NH:20][C:1](=[O:19])[CH2:2][CH2:3][CH2:4][CH2:5][CH2:6][CH2:7][CH2:8]/[CH:9]=[CH:10]\[CH2:11][CH2:12][CH2:13][CH2:14][CH2:15][CH2:16][CH2:17][CH3:18])=[O:41])=[O:36])[C:32]([CH3:44])([CH3:43])[CH2:31][O:30]1. Procedure details: A solution of 303 mg of 2-oleoylaminophenol, mg of 3-[N-(2,2,5,5-tetramethyl-1,3-dioxane-4-carbonyl)amino]propionic acid, 227 mg of dicyclohexylcarbodiimide and 122 mg of 4-dimethylamino pyridine in 15 ml of toluene was heated under reflux for 2 hours. After cooling the reaction mixture, the crystals formed were filtered. The filtrate was concentrated and the residue obtained was subjected to silica gel column chromatography to obtain 445 mg of the title compound (yield: 72%). Yields the product COC(=O)N(Cc1cccc(-c2ccccc2)c1C)OC. As a reaction SMILES: [CH3:10][c:11]1[c:12]([CH2:13][Br:14])[cH:15][cH:16][cH:17][c:18]1-[c:19]1[cH:20][cH:21][cH:22][cH:23][cH:24]1.[CH3:1][O:2][NH:3][C:4]([O:5][CH3:6])=[O:7].[CH3:26][N:27]([CH3:28])[CH:29]=[O:30].[H-:8].[Na+:9].[OH2:25]>>[CH3:1][O:2][N:3]([C:4]([O:5][CH3:6])=[O:7])[CH2:13][c:12]1[c:11]([CH3:10])[c:18](-[c:19]2[cH:20][cH:21][cH:22][cH:23][cH:24]2)[cH:17][cH:16][cH:15]1. Starting materials: Cc1c(CBr)cccc1-c1ccccc1, CONC(=O)OC, CN(C)C=O, [H-], [Na+], O. Starting materials: COC(=O)CC1CCCN(C2=C1C=CC=C2)C(C2=C(C=C(C=C2)N2CCCC2)Cl)=O (5-Methoxycarbonylmethyl-1-[4-(1-pyrrolidinyl)-2-chlorobenzoyl]-2,3,4,5-tetrahydro-1H-benzazepine), Cl (hydrochloric acid), [OH-].[Na+] (sodium hydroxide), [OH-].[Na+] (sodium hydroxide). Solvent: CO (methanol). Reaction conditions: temperature 60 celsius, time 4 hour. Yields the product C(=O)(O)CC1CCCN(C2=C1C=CC=C2)C(C2=C(C=C(C=C2)N2CCCC2)Cl)=O (5-carboxymethyl-1-[4-(1-pyrrolidinyl)-2-chlorobenzoyl]-2,3,4,5-tetrahydro-1H-benzazepine). The yield is 80.2%. Reaction SMILES: C[O:2][C:3]([CH2:5][CH:6]1[C:12]2[CH:13]=[CH:14][CH:15]=[CH:16][C:11]=2[N:10]([C:17](=[O:30])[C:18]2[CH:23]=[CH:22][C:21]([N:24]3[CH2:28][CH2:27][CH2:26][CH2:25]3)=[CH:20][C:19]=2[Cl:29])[CH2:9][CH2:8][CH2:7]1)=[O:4].[OH-].[Na+].Cl>CO>[C:3]([CH2:5][CH:6]1[C:12]2[CH:13]=[CH:14][CH:15]=[CH:16][C:11]=2[N:10]([C:17](=[O:30])[C:18]2[CH:23]=[CH:22][C:21]([N:24]3[CH2:25][CH2:26][CH2:27][CH2:28]3)=[CH:20][C:19]=2[Cl:29])[CH2:9][CH2:8][CH2:7]1)([OH:4])=[O:2] |f:1.2|. Procedure details: 5-Methoxycarbonylmethyl-1-[4-(1-pyrrolidinyl)-2-chlorobenzoyl]-2,3,4,5-tetrahydro-1H-benzazepine (183 g) is suspended in methanol (2 liters), and thereto is added a 5N sodium hydroxide (171 ml), and the mixture is stirred at 60° C. for four hours. To the mixture is added a 5N sodium hydroxide (60 ml), and the mixture is stirred at 70° C. for one hour. The mixture is acidified with hydrochloric acid, and concentrated under reduced pressure to remove the methanol. The crystals are collected by fil...